From a dataset of the Open Reaction Database (ORD), a public repository of structured organic reaction records. describe an organic reaction: reactants, conditions, products, and yield Reactants: CCOC(=O)C(O)c1ccc(-c2ccccc2Cl)cc1, O, BrP(Br)(Br)(Br)Br. Product: CCOC(=O)C(Br)c1ccc(-c2ccccc2Cl)cc1. RXN SMILES: [Cl:1][c:2]1[c:3](-[c:8]2[cH:9][cH:10][c:11]([CH:14]([C:15](=[O:16])[O:17][CH2:18][CH3:19])[OH:20])[cH:12][cH:13]2)[cH:4][cH:5][cH:6][cH:7]1.[OH2:27].[P:21]([Br:22])([Br:23])([Br:24])([Br:25])[Br:26]>>[Cl:1][c:2]1[c:3](-[c:8]2[cH:9][cH:10][c:11]([CH:14]([C:15](=[O:16])[O:17][CH2:18][CH3:19])[Br:22])[cH:12][cH:13]2)[cH:4][cH:5][cH:6][cH:7]1. Starting materials: C(C)(C)(C)OC(C(CNC(=O)C=1N=C(C2=CC(=CC=C2C1O)OC1=C(C=CC=C1F)F)C#N)(C)C)=O (3-{[1-Cyano-7-(2,6-difluoro-phenoxy)-4-hydroxy-isoquinoline-3-carbonyl]-amino}-2,2-dimethyl-propionic acid tert-butyl ester), C(=O)(C(F)(F)F)O (TFA). Run in C(Cl)Cl (DCM). Run at time 8 hour. The product is C(#N)C1=NC(=C(C2=CC=C(C=C12)OC1=C(C=CC=C1F)F)O)C(=O)NCC(C(=O)O)(C)C (3-{[1-Cyano-7-(2,6-difluoro-phenoxy)-4-hydroxy-isoquinoline-3-carbonyl]-amino}-2,2-dimethyl-propionic acid). Isolated yield 65.7%. As a reaction SMILES: C([O:5][C:6](=[O:36])[C:7]([CH3:35])([CH3:34])[CH2:8][NH:9][C:10]([C:12]1[N:13]=[C:14]([C:32]#[N:33])[C:15]2[C:20]([C:21]=1[OH:22])=[CH:19][CH:18]=[C:17]([O:23][C:24]1[C:29]([F:30])=[CH:28][CH:27]=[CH:26][C:25]=1[F:31])[CH:16]=2)=[O:11])(C)(C)C.C(O)(C(F)(F)F)=O>C(Cl)Cl>[C:32]([C:14]1[C:15]2[C:20](=[CH:19][CH:18]=[C:17]([O:23][C:24]3[C:29]([F:30])=[CH:28][CH:27]=[CH:26][C:25]=3[F:31])[CH:16]=2)[C:21]([OH:22])=[C:12]([C:10]([NH:9][CH2:8][C:7]([CH3:35])([CH3:34])[C:6]([OH:36])=[O:5])=[O:11])[N:13]=1)#[N:33]. Reported procedure: A mixture of 3-{[1-Cyano-7-(2,6-difluoro-phenoxy)-4-hydroxy-isoquinoline-3-carbonyl]-amino}-2,2-dimethyl-propionic acid tert-butyl ester (36 mg), TFA (1 mL) and DCM (2 mL) was stirred at rt overnight; then concentrated, the residue was dissolved in water and added 2 M HCl solution, solids were collected via filtration, washed with water and air dried to give the desired product (21 mg). LC MS ESI+: 442 (M+1)+. Starting materials: N1C=CC2=CC(=CC=C12)C(=O)O (1H-indole-5-carboxylic acid), CC(C)N (propan-2-amine). Product: C(C)(C)NC(=O)C=1C=C2C=CNC2=CC1 (N-isopropyl-1H-indole-5-carboxamide). Reaction SMILES: [NH:1]1[C:9]2[C:4](=[CH:5][C:6]([C:10]([OH:12])=O)=[CH:7][CH:8]=2)[CH:3]=[CH:2]1.[CH3:13][CH:14]([NH2:16])[CH3:15]>>[CH:14]([NH:16][C:10]([C:6]1[CH:5]=[C:4]2[C:9](=[CH:8][CH:7]=1)[NH:1][CH:2]=[CH:3]2)=[O:12])([CH3:15])[CH3:13]. Reported procedure: The title compound was prepared by following the similar procedure as described in Intermediate-10, using 1H-indole-5-carboxylic acid and propan-2-amine (0.420 g, 67%). Reactants: CC(=O)CC(C)(C)OO (methyl isobutyl ketone peroxide), O(O)C(CC(C)C)(C)OOC(CC(C)C)(C)OO (bis(1-hydroperoxy-1,3-dimethylbutyl)peroxide), C(=CC)OCC (ethyl propenyl ether). Reagents/catalysts: C1(=CC=C(C=C1)S(=O)(=O)O)C (p-toluene sulfonic acid). The solvent is CCCCCCCCCC(C)C (isododecane). Conditions: temperature 15 celsius, time 20 minute. Product: C(C)OC(CC)OOC(C)(CC(C)C)OOC(CC)OCC (2,2-bis(1-ethoxypropylperoxy)4-methyl pentane). Yield: 91.0%. As a reaction SMILES: [CH3:1][C:2](CC(OO)(C)C)=O.[O:10]([C:12]([O:18][O:19][C:20]([O:26][OH:27])([CH3:25])[CH2:21][CH:22]([CH3:24])[CH3:23])(C)[CH2:13][CH:14](C)C)O.[CH:28]([O:31][CH2:32][CH3:33])=[CH:29][CH3:30]>CCCCCCCCCC(C)C.C1(C)C=CC(S(O)(=O)=O)=CC=1>[CH2:32]([O:31][CH:28]([O:27][O:26][C:20]([O:19][O:18][CH:12]([O:10][CH2:1][CH3:2])[CH2:13][CH3:14])([CH2:21][CH:22]([CH3:23])[CH3:24])[CH3:25])[CH2:29][CH3:30])[CH3:33]. Reported procedure: To a stirred solution of 5 g of methyl isobutyl ketone peroxide containing 35.7 wt. % bis(1-hydroperoxy-1,3-dimethylbutyl)peroxide in isododecane was added 0.05 g p-toluene sulfonic acid. Then 1.8 g ethyl propenyl ether were added in 10 min, the reaction temperature being kept at 20° C. by cooling with an ice-water bath. The mixture was stirred for 20 min at 15° C. The mixture was washed with bicarbonate solution and dried over magnesium sulphate, yielding 5.8 g of product with an active oxygen ... Starting materials: C(C)(C)(C)OC(=O)N1CC2=C(CC1)N=C(S2)N (2-amino-6,7-dihydro-4H-thiazolo[5,4-c]pyridine-5-carboxylic acid tert-butyl ester), [N-]=C=S (isothiocyanate), N1N=CC2=CC=C(C=C12)NC(=O)C1=CC2=C(N=C(N2)NC=2N(C=CN2)C(C)C)C=C1 (2-(1-Isopropyl-1H-imidazol-2-ylamino)-3H-benzimidazole-5-carboxylic acid (1H-indazol-6-yl)-amide). Product: C(C)(C)(C)OC(=O)N1CC2=C(CC1)N=C(S2)NC2=NC1=C(N2)C=C(C=C1)C(NC1=CC=C2C=NNC2=C1)=O (2-[6-(1H-indazol-6-ylcarbamoyl)-1H-benzimidazol-2-ylamino]-6,7-dihydro-4H-thiazolo[5,4-c]pyridine-5-carboxylic acid tert-butyl ester). Reaction SMILES: [C:1]([O:5][C:6]([N:8]1[CH2:13][CH2:12][C:11]2[N:14]=[C:15]([NH2:17])[S:16][C:10]=2[CH2:9]1)=[O:7])([CH3:4])([CH3:3])[CH3:2].[N-]=C=S.[NH:21]1[C:29]2[C:24](=[CH:25][CH:26]=[C:27]([NH:30][C:31]([C:33]3[CH:50]=[CH:49][C:36]4[N:37]=[C:38](NC5N(C(C)C)C=CN=5)[NH:39][C:35]=4[CH:34]=3)=[O:32])[CH:28]=2)[CH:23]=[N:22]1>>[C:1]([O:5][C:6]([N:8]1[CH2:13][CH2:12][C:11]2[N:14]=[C:15]([NH:17][C:38]3[NH:39][C:35]4[CH:34]=[C:33]([C:31](=[O:32])[NH:30][C:27]5[CH:28]=[C:29]6[C:24]([CH:23]=[N:22][NH:21]6)=[CH:25][CH:26]=5)[CH:50]=[CH:49][C:36]=4[N:37]=3)[S:16][C:10]=2[CH2:9]1)=[O:7])([CH3:4])([CH3:2])[CH3:3]. Procedure: The amine (0.5 mmol) from above was converted to corresponding isothiocyanate using general procedure A, which was then reacted with 3,4-diamino-N-(1H-indazol-6-yl)-benzamide (0.5 mmol; see Example 25) according to general procedure B to yield 2-[6-(1H-indazol-6-ylcarbamoyl)-1H-benzimidazol-2-ylamino]-6,7-dihydro-4H-thiazolo[5,4-c]pyridine-5-carboxylic acid tert-butyl ester. MS: m/z 531 (M+H)+. Reactants: CN, CCO, c1ccc(OCC2CO2)cc1, O. The product is CNCC(O)COc1ccccc1. As a reaction SMILES: [CH3:12][NH2:13].[CH3:14][CH2:15][OH:16].[O:1]1[CH2:2][CH:3]1[CH2:4][O:5][c:6]1[cH:7][cH:8][cH:9][cH:10][cH:11]1.[OH2:17]>>[OH:1][CH:3]([CH2:2][NH:13][CH3:12])[CH2:4][O:5][c:6]1[cH:7][cH:8][cH:9][cH:10][cH:11]1. Reactants: CC(=O)O, COCCOC(=O)c1ccc(OC)c(OCCOC)c1, N#N, O=[N+]([O-])O. Yields the product COCCOC(=O)c1cc(OCCOC)c(OC)cc1[N+](=O)[O-]. Reaction SMILES: [C:27]([OH:28])(=[O:29])[CH3:30].[CH3:1][O:2][c:3]1[c:4]([O:16][CH2:17][CH2:18][O:19][CH3:20])[cH:5][c:6]([C:7](=[O:8])[O:9][CH2:10][CH2:11][O:12][CH3:13])[cH:14][cH:15]1.[N:21]#[N:22].[OH:23][N+:24]([O-:25])=[O:26]>>[CH3:1][O:2][c:3]1[c:4]([O:16][CH2:17][CH2:18][O:19][CH3:20])[cH:5][c:6]([C:7](=[O:8])[O:9][CH2:10][CH2:11][O:12][CH3:13])[c:14]([N+:24](=[O:23])[O-:25])[cH:15]1. Starting materials: NC=1C=C(C=CC1C)NC(C)=O (N-(3-amino-4-methyl-phenyl) acetamide), ClC1=NC=CC=N1 (2-chloro-pyrimidine), O (H2O). Solvent: CN(C)C=O (DMF). Run at temperature 100 celsius, time 8 hour. Product: Cl.CC1=CC=C(C=C1NC1=NC=CC(=N1)C1=CC=CC=C1)N (6-methyl-N1-(4-phenylpyrimidin-2-yl)benzene-1,3-diamine hydrochloride). Isolated yield 95.9%. As a reaction SMILES: [NH2:1][C:2]1[CH:3]=[C:4]([NH:9]C(=O)C)[CH:5]=[CH:6][C:7]=1[CH3:8].[Cl:13][C:14]1[N:19]=[CH:18][CH:17]=[CH:16][N:15]=1.O>CN(C=O)C>[ClH:13].[CH3:8][C:7]1[C:2]([NH:1][C:14]2[N:19]=[C:18]([C:2]3[CH:3]=[CH:4][CH:5]=[CH:6][CH:7]=3)[CH:17]=[CH:16][N:15]=2)=[CH:3][C:4]([NH2:9])=[CH:5][CH:6]=1 |f:4.5|. Procedure: To a solution of N-(3-amino-4-methyl-phenyl) acetamide (5 g, 25 mmol) in DMF (5 mL) was added 2-chloro-pyrimidine (3.8 g, 33 mmol)-and KI (0.5 g), which was stirred at 100° C. overnight, cooled to 10° C. and added to H2O (100 mL). The resulting mixture was extracted with CH2Cl2 (2×100 mL), the combined organic layers dried (Na2SO4) and concentrated in vacuo. The residue was dissolved in conc. HCl (10 mL), stirred at 80° C. for 2 h and concentrated in vacuo to yield 6-methyl-N1-(4-phenylpyrimidin... The reactants are C(C)OC(=O)C1OC2=C(N(C1)CCCC(=O)O)C=CC=C2\C=C\C2=CC=C(C=C2)OCCCCC2=CC=CC=C2 (4-(2-(ethoxycarbonyl)-8-{(E)-2-[4-(4-phenylbutoxy)phenyl]vinyl}-2,3-dihydro-4H-1,4-benzoxazin-4-yl)butanoic acid), C([O-])([O-])=O.[K+].[K+] (potassium carbonate), C(C)I (ethyl iodide), O (water). The solvent is CN(C=O)C (dimethylformamide). Conditions: time 2 hour. Product: C(C)OC(CCCN1CC(OC2=C1C=CC=C2\C=C\C2=CC=C(C=C2)OCCCCC2=CC=CC=C2)C(=O)OCC)=O (ethyl 4-(4-ethoxy-4-oxobutyl)-8-{(E)-2-[4-(4-phenylbutoxy)phenyl]vinyl}-3,4-dihydro-2H-1,4-benzoxazine-2-carboxylate). The yield is 60.5%. RXN SMILES: [CH2:1]([O:3][C:4]([CH:6]1[CH2:11][N:10]([CH2:12][CH2:13][CH2:14][C:15]([OH:17])=[O:16])[C:9]2[CH:18]=[CH:19][CH:20]=[C:21](/[CH:22]=[CH:23]/[C:24]3[CH:29]=[CH:28][C:27]([O:30][CH2:31][CH2:32][CH2:33][CH2:34][C:35]4[CH:40]=[CH:39][CH:38]=[CH:37][CH:36]=4)=[CH:26][CH:25]=3)[C:8]=2[O:7]1)=[O:5])[CH3:2].C(=O)([O-])[O-].[K+].[K+].[CH2:47](I)[CH3:48].O>CN(C)C=O>[CH2:47]([O:16][C:15](=[O:17])[CH2:14][CH2:13][CH2:12][N:10]1[C:9]2[CH:18]=[CH:19][CH:20]=[C:21](/[CH:22]=[CH:23]/[C:24]3[CH:29]=[CH:28][C:27]([O:30][CH2:31][CH2:32][CH2:33][CH2:34][C:35]4[CH:36]=[CH:37][CH:38]=[CH:39][CH:40]=4)=[CH:26][CH:25]=3)[C:8]=2[O:7][CH:6]([C:4]([O:3][CH2:1][CH3:2])=[O:5])[CH2:11]1)[CH3:48] |f:1.2.3|. Procedure: To a solution of the compound prepared in Example 46 (330 mg) in dimethylformamide (5 mL) were added potassium carbonate (252 mg) and ethyl iodide (142 mg), and the mixture was stirred for 2 hours at room temperature. To the reaction mixture was added water and the mixture was extracted with ethyl acetate. The extract was washed with water and saturated brine sequentially, dried over anhydrous sodium sulfate and concentrated. The residue was purified by column chromatography on silica gel (n-hex... The reactants are Cc1nc(Cl)c(C=O)n1Cc1ccc(I)cc1Cl, C1CCOC1, COC(=O)C=P(c1ccccc1)(c1ccccc1)c1ccccc1. Product: COC(=O)C=Cc1c(Cl)nc(C)n1Cc1ccc(I)cc1Cl. RXN SMILES: [Cl:1][c:2]1[n:3][c:4]([CH3:18])[n:5]([CH2:9][c:10]2[c:11]([Cl:17])[cH:12][c:13]([I:16])[cH:14][cH:15]2)[c:6]1[CH:7]=[O:8].[O:43]1[CH2:44][CH2:45][CH2:46][CH2:47]1.[c:19]1([P:20]([c:21]2[cH:22][cH:23][cH:24][cH:25][cH:26]2)([c:27]2[cH:28][cH:29][cH:30][cH:31][cH:32]2)=[CH:38][C:39](=[O:40])[O:41][CH3:42])[cH:33][cH:34][cH:35][cH:36][cH:37]1>>[Cl:1][c:2]1[n:3][c:4]([CH3:18])[n:5]([CH2:9][c:10]2[c:11]([Cl:17])[cH:12][c:13]([I:16])[cH:14][cH:15]2)[c:6]1[CH:7]=[CH:38][C:39](=[O:40])[O:41][CH3:42].